Task: describe an organic reaction: reactants, conditions, products, and yield. Dataset: the Open Reaction Database (ORD), a public repository of structured organic reaction records Reactants: CC=1C=C(OC1C)C(=O)C=1C=NC=CC1 ((4,5-Dimethylfuran-2-yl)-(3-pyridyl)-methanone), N (ammonia). Solvent: CO (methanol). Reaction conditions: temperature 160 celsius, time 8 hour. Yields the product CC=1C=C(C(=NC1C)C=1C=NC=CC1)O (5,6-dimethyl-[2,3′]-bipyridin-3-ol). Isolated yield 63.0%. As a reaction SMILES: [CH3:1][C:2]1[CH:3]=[C:4]([C:8]([C:10]2[CH:11]=[N:12][CH:13]=[CH:14][CH:15]=2)=O)[O:5][C:6]=1[CH3:7].[NH3:16]>CO>[CH3:1][C:2]1[CH:3]=[C:4]([OH:5])[C:8]([C:10]2[CH:11]=[N:12][CH:13]=[CH:14][CH:15]=2)=[N:16][C:6]=1[CH3:7]. Reported procedure: (4,5-Dimethylfuran-2-yl)-(3-pyridyl)-methanone (1.8 g), methanol (30 ml), and a 28% aqueous ammonia solution (30 ml) were placed in a sealed tube and were stirred at 160° C. overnight. The reaction solution was cooled to room temperature, and the solvent was then removed by distillation under the reduced pressure. The residue was purified by column chromatography using hexane-ethyl acetate to give 5,6-dimethyl-[2,3′]-bipyridin-3-ol (1.1 g, yield 63%). The reactants are BrC=1C=C2C(=NC1)N(CC2)[Si](C)(C)C(C)(C)C (5-bromo-1-(tert-butyl-dimethyl-silanyl)-2,3-dihydro-1H-pyrrolo[2,3-b]pyridine), C(CCC)[Li] (n-butyllithium), CCCCCC (n-hexane), C(C)SSCC (ethyl disulfide). Run in O1CCCC1 (tetrahydrofuran). Run at temperature -78 celsius, time 20 minute. Product: C(C)(C)(C)[Si](N1CCC=2C1=NC=C(C2)SCC)(C)C (1-(tert-butyl-dimethyl-silanyl)-5-ethylsulfanyl-2,3-dihydro-1H-pyrrolo[2,3-b]pyridine). Isolated yield 71.1%. As a reaction SMILES: Br[C:2]1[CH:3]=[C:4]2[CH2:10][CH2:9][N:8]([Si:11]([C:14]([CH3:17])([CH3:16])[CH3:15])([CH3:13])[CH3:12])[C:5]2=[N:6][CH:7]=1.C([Li])CCC.CCCCCC.[CH2:29]([S:31]SCC)[CH3:30]>O1CCCC1>[C:14]([Si:11]([CH3:13])([CH3:12])[N:8]1[C:5]2=[N:6][CH:7]=[C:2]([S:31][CH2:29][CH3:30])[CH:3]=[C:4]2[CH2:10][CH2:9]1)([CH3:17])([CH3:16])[CH3:15]. Procedure: To a solution 5-bromo-1-(tert-butyl-dimethyl-silanyl)-2,3-dihydro-1H-pyrrolo[2,3-b]pyridine (prepared as in Example 7, 3.3 g, 10.5 mmol) in anhydrous tetrahydrofuran (50 mL) at −78° C. was added a solution of n-butyllithium in n-hexane (1.6M, 10 mL, 16 mmol) dropwise. After stirring for 20 min at −78° C., ethyl disulfide (1.96 g, 16 mmol) was added. The resulting mixture was stirred for 1 h, quenched with a saturated ammonium chloride solution (20 mL), extracted with ethyl acetate (2×100 mL), dr... Starting materials: CC(C)(C)[Si](C)(C)Cl, ClCCl, O, CCOC(=O)N1CC=CC(O)C1, c1c[nH]cn1. Product: CCOC(=O)N1CC=CC(O[Si](C)(C)C(C)(C)C)C1. RXN SMILES: [C:18]([CH3:19])([CH3:20])([CH3:21])[Si:22]([CH3:23])([CH3:24])[Cl:25].[Cl:26][CH2:27][Cl:28].[OH2:29].[OH:1][CH:2]1[CH:3]=[CH:4][CH2:5][N:6]([C:8](=[O:9])[O:10][CH2:11][CH3:12])[CH2:7]1.[nH:13]1[cH:14][cH:15][n:16][cH:17]1>>[O:1]([CH:2]1[CH:3]=[CH:4][CH2:5][N:6]([C:8](=[O:9])[O:10][CH2:11][CH3:12])[CH2:7]1)[Si:22]([C:18]([CH3:19])([CH3:20])[CH3:21])([CH3:23])[CH3:24]. The reactants are CN(CC(=O)O)NC(=O)NCc1cccc2ccccc12, CCOC(OCC)C(C)N(Cc1cccc2ccccc12)C(=O)C(N)CCCCNC(=O)OC(C)(C)C. The product is CCOC(OCC)C(C)N(Cc1cccc2ccccc12)C(=O)C(CCCCNC(=O)OC(C)(C)C)NC(=O)CN(C)NC(=O)NCc1cccc2ccccc12. As a reaction SMILES: [CH3:1][N:2]([NH:3][C:4]([NH:5][CH2:6][c:7]1[cH:8][cH:9][cH:10][c:11]2[cH:12][cH:13][cH:14][cH:15][c:16]12)=[O:17])[CH2:18][C:19](=[O:20])[OH:21].[NH2:22][CH:23]([CH2:24][CH2:25][CH2:26][CH2:27][NH:28][C:29]([O:30][C:31]([CH3:32])([CH3:33])[CH3:34])=[O:35])[C:36](=[O:37])[N:38]([CH2:39][c:40]1[cH:41][cH:42][cH:43][c:44]2[cH:45][cH:46][cH:47][cH:48][c:49]12)[CH:50]([CH:51]([O:52][CH2:53][CH3:54])[O:55][CH2:56][CH3:57])[CH3:58]>>[CH3:1][N:2]([NH:3][C:4]([NH:5][CH2:6][c:7]1[cH:8][cH:9][cH:10][c:11]2[cH:12][cH:13][cH:14][cH:15][c:16]12)=[O:17])[CH2:18][C:19](=[O:21])[NH:22][CH:23]([CH2:24][CH2:25][CH2:26][CH2:27][NH:28][C:29]([O:30][C:31]([CH3:32])([CH3:33])[CH3:34])=[O:35])[C:36](=[O:37])[N:38]([CH2:39][c:40]1[cH:41][cH:42][cH:43][c:44]2[cH:45][cH:46][cH:47][cH:48][c:49]12)[CH:50]([CH:51]([O:52][CH2:53][CH3:54])[O:55][CH2:56][CH3:57])[CH3:58]. Starting materials: CC(C)S(=O)(=O)Cl, Cn1c(C#N)ccc1-c1ccc(N)cc1, O. Product: CC(C)S(=O)(=O)Nc1ccc(-c2ccc(C#N)n2C)cc1. RXN SMILES: [CH:16]([CH3:17])([CH3:18])[S:19](=[O:20])(=[O:21])[Cl:22].[NH2:1][c:2]1[cH:3][cH:4][c:5](-[c:8]2[cH:9][cH:10][c:11]([C:14]#[N:15])[n:12]2[CH3:13])[cH:6][cH:7]1.[OH2:23]>>[NH:1]([c:2]1[cH:3][cH:4][c:5](-[c:8]2[cH:9][cH:10][c:11]([C:14]#[N:15])[n:12]2[CH3:13])[cH:6][cH:7]1)[S:19]([CH:16]([CH3:17])[CH3:18])(=[O:20])=[O:21]. Starting materials: CN(C)C=O, Clc1nccc(-c2cccnc2)n1, Nc1ccc(O)cc1[N+](=O)[O-]. Product: Nc1ccc(Oc2nccc(-c3cccnc3)n2)cc1[N+](=O)[O-]. As a reaction SMILES: [CH3:25][N:26]([CH3:27])[CH:28]=[O:29].[Cl:12][c:13]1[n:14][cH:15][cH:16][c:17](-[c:19]2[cH:20][n:21][cH:22][cH:23][cH:24]2)[n:18]1.[NH2:1][c:2]1[c:3]([N+:9](=[O:10])[O-:11])[cH:4][c:5]([OH:8])[cH:6][cH:7]1>>[NH2:1][c:2]1[c:3]([N+:9](=[O:10])[O-:11])[cH:4][c:5]([O:8][c:13]2[n:14][cH:15][cH:16][c:17](-[c:19]3[cH:20][n:21][cH:22][cH:23][cH:24]3)[n:18]2)[cH:6][cH:7]1.